describe an organic reaction: reactants, conditions, products, and yield From a dataset of the Open Reaction Database (ORD), a public repository of structured organic reaction records. The solvent is C(Cl)(Cl)Cl (chloroform). Reagents/catalysts: [O-2].[O-2].[Mn+4] (manganese dioxide). Starting materials: C(C1=CC=CC=C1)OC1=CC(=C(CO)C=C1)C (4-benzyloxy-2-methylbenzyl alcohol), CO (methanol). Procedure details: A mixture of 0.70 g (3.07 mmol) of 4-benzyloxy-2-methylbenzyl alcohol, 2.67 g (30.7 mmol) of manganese dioxide, 0.5 ml of methanol and 20 ml of chloroform was stirred at room temperature for 11 hours. Then insoluble matters were filtered off and the filter-rate was concentrated under reduced pressure. The resulting residue was purified by silica gel column chromatography to give 0.60 g of 4-benzyloxy-2-methylbenzaldehyde. RXN SMILES: [CH2:1]([O:8][C:9]1[CH:16]=[CH:15][C:12]([CH2:13][OH:14])=[C:11]([CH3:17])[CH:10]=1)[C:2]1[CH:7]=[CH:6][CH:5]=[CH:4][CH:3]=1.CO>[O-2].[O-2].[Mn+4].C(Cl)(Cl)Cl>[CH2:1]([O:8][C:9]1[CH:16]=[CH:15][C:12]([CH:13]=[O:14])=[C:11]([CH3:17])[CH:10]=1)[C:2]1[CH:3]=[CH:4][CH:5]=[CH:6][CH:7]=1 |f:2.3.4|. Conditions: time 11 hour. The yield is 86.4%. Product: C(C1=CC=CC=C1)OC1=CC(=C(C=O)C=C1)C (4-benzyloxy-2-methylbenzaldehyde). Reactants: COc1cc2c(c(Cl)c1Cl)C(=O)C(C)C2c1ccccc1, CI, CC(C)(C)[O-], CN(C)C=O, Cl, [K+], CC1(C)C(=O)c2c(cc(OCC(=O)O)c(Cl)c2Cl)C1(C)c1ccccc1. The product is COc1cc2c(c(Cl)c1Cl)C(=O)C(C)(C)C2(C)c1ccccc1. Reaction SMILES: [CH3:1][CH:2]1[CH:3]([c:4]2[cH:5][cH:6][cH:7][cH:8][cH:9]2)[c:10]2[c:11]([c:12]([Cl:13])[c:14]([Cl:15])[c:16]([O:17][CH3:18])[cH:19]2)[C:20]1=[O:21].[CH3:22][I:23].[CH3:24][C:25]([CH3:26])([O-:27])[CH3:28].[CH3:57][N:58]([CH3:59])[CH:60]=[O:61].[ClH:30].[K+:29].[O:31]=[C:32]1[C:33]([CH3:55])([CH3:56])[C:34]([c:48]2[cH:49][cH:50][cH:51][cH:52][cH:53]2)([CH3:54])[c:35]2[cH:36][c:37]([O:43][CH2:44][C:45]([OH:46])=[O:47])[c:38]([Cl:42])[c:39]([Cl:41])[c:40]21>>[O:31]=[C:32]1[C:33]([CH3:55])([CH3:56])[C:34]([c:48]2[cH:49][cH:50][cH:51][cH:52][cH:53]2)([CH3:54])[c:35]2[cH:36][c:37]([O:43][CH3:44])[c:38]([Cl:42])[c:39]([Cl:41])[c:40]21. Starting materials: C(#N)C1=CC=C(OC(C(=O)OCC)(C)C)C=C1 (ethyl 2-(4-cyanophenoxy)-2-methylpropionate), CC1=NC=CN=C1 (2-methylpyrazine), C(#N)C=1C=CC(=C(C(C=C(C)C)C2=CN=CC=[N+]2[O-])C1)O (6-[5-cyano-2-hydroxy-α-(2-methylpropenyl)benzyl]pyrazine 1-oxide), CC1(OC2=C(C(C1)C1=NC=CC=C1)C=C(C=C2)C(=O)O)C (3,4-dihydro-2,2-dimethyl-4-(2-pyridyl)-2H-1-benzopyran-6-carboxylic acid), solution, C(CCC)[Li] (butyllithium), C(C)(C)NC(C)C (diisopropylamine). Run in O1CCCC1 (tetrahydrofuran), O1CCCC1 (tetrahydrofuran), CCCCCC (n-hexane), O1CCCC1 (tetrahydrofuran), O (water). Reaction conditions: temperature -78 celsius. The product is CC(C(CC1=NC=CN=C1)=O)(OC1=CC=C(C#N)C=C1)C (4-[1,1-dimethyl-2-oxo-3-(2pyrazinyl)propoxy]benzonitrile). The yield is 48.8%. Reaction SMILES: C(C1C=CC(O)=C(C=1)C(C1[N+]([O-])=CC=NC=1)C=C(C)C)#N.CC1(C)CC(C2C=CC=CN=2)C2C=C(C(O)=O)C=CC=2O1.C([Li])CCC.C(NC(C)C)(C)C.[CH3:55][C:56]1[CH:61]=[N:60][CH:59]=[CH:58][N:57]=1.[C:62]([C:64]1[CH:78]=[CH:77][C:67]([O:68][C:69]([CH3:76])([CH3:75])[C:70](OCC)=[O:71])=[CH:66][CH:65]=1)#[N:63]>CCCCCC.O1CCCC1.O>[CH3:75][C:69]([CH3:76])([O:68][C:67]1[CH:77]=[CH:78][C:64]([C:62]#[N:63])=[CH:65][CH:66]=1)[C:70](=[O:71])[CH2:55][C:56]1[CH:61]=[N:60][CH:59]=[CH:58][N:57]=1. Procedure details: The 6-[5-cyano-2-hydroxy-α-(2-methylpropenyl)benzyl]pyrazine 1-oxide used as the starting material was prepared as follows: (A) 10 ml of a 1.2M solution of butyllithium in n-hexane were added to a solution of 1.68 ml of diisopropylamine in 10 ml of tetrahydrofuran while stirring at -78° C. under a nitrogen atmosphere The solution was stirred for a further 15 minutes and then 0.94 g of 2-methylpyrazine in 20 ml of tetrahydrofuran was added. The solution was allowed to warm to 20° C. and was stirr...